From a dataset of the Open Reaction Database (ORD), a public repository of structured organic reaction records. describe an organic reaction: reactants, conditions, products, and yield Starting materials: C1(CCCCC1)N=C=NC1CCCCC1 (N,N'-dicyclohexylcarbodiimide), C1=CC=CC=2C3=CC=CC=C3C(C12)COC(=O)N[C@@H](C(C)C)C(=O)NC1=C(C(=O)O)C(=CC=C1)C (2-{[N-(9-fluorenylmethoxycarbonyl)-L-valyl]amino}-6-methylbenzoic acid). Solvent: CN(C=O)C (N,N-dimethylformamide). Reaction conditions: time 3 hour. Product: C1=CC=CC=2C3=CC=CC=C3C(C12)COC(=O)N[C@@H](C(C)C)C1=NC2=C(C(O1)=O)C(=CC=C2)C (2-{1(S)-[(9-fluorenylmethoxycarbonyl)amino]-2-methylpropyl}-5-methyl-4H-3,1-benzoxazin-4-one). The yield is 87.4%. RXN SMILES: C1(N=C=NC2CCCCC2)CCCCC1.[CH:16]1[C:28]2[CH:27]([CH2:29][O:30][C:31]([NH:33][C@H:34]([C:38]([NH:40][C:41]3[CH:49]=[CH:48][CH:47]=[C:46]([CH3:50])[C:42]=3[C:43](O)=[O:44])=[O:39])[CH:35]([CH3:37])[CH3:36])=[O:32])[C:26]3[C:21](=[CH:22][CH:23]=[CH:24][CH:25]=3)[C:20]=2[CH:19]=[CH:18][CH:17]=1>CN(C)C=O>[CH:16]1[C:28]2[CH:27]([CH2:29][O:30][C:31]([NH:33][C@H:34]([C:38]3[O:39][C:43](=[O:44])[C:42]4[C:46]([CH3:50])=[CH:47][CH:48]=[CH:49][C:41]=4[N:40]=3)[CH:35]([CH3:36])[CH3:37])=[O:32])[C:26]3[C:21](=[CH:22][CH:23]=[CH:24][CH:25]=3)[C:20]=2[CH:19]=[CH:18][CH:17]=1. Reported procedure: 263 mg of N,N'-dicyclohexylcarbodiimide was added under ice-cooling to a solution of 401 mg of 2-{[N-(9-fluorenylmethoxycarbonyl)-L-valyl]amino}-6-methylbenzoic acid in 5 ml of N,N-dimethylformamide. After stirring for 3 hours, dicyclohexyl urea precipitated was filtered off and the filtrate was condensed. The residue was purified by a silica gel column chromatography (eluting solution: hexane-ethyl acetate) to afford 337 mg of 2-{1(S)-[(9-fluorenylmethoxycarbonyl)amino]-2-methylpropyl}-5-methyl... Starting materials: Cl (hydrochloric acid), OC=1C2=C(C(=NC1C(=O)OCC)I)C(=NO2)C=2SC=CC2 (Ethyl 7-hydroxy-4-iodo-3-(thiophen-2-yl)isoxazolo[4,5-c]pyridine-6-carboxylate), C(#N)[Cu] (CuCN), [OH-].[NH4+] (ammonium hydroxide). Solvent: CN1C(CCC1)=O (N-methyl-2-pyrrolidone), CCOC(=O)C (EtOAc). Reaction conditions: temperature 110 celsius. The product is C(#N)C1=NC(=C(C2=C1C(=NO2)C=2SC=CC2)O)C(=O)OCC (Ethyl 4-cyano-7-hydroxy-3-(thiophen-2-yl)isoxazolo[4,5-c]pyridine-6-carboxylate). Isolated yield 57.9%. As a reaction SMILES: [OH:1][C:2]1[C:3]2[O:16][N:15]=[C:14]([C:17]3[S:18][CH:19]=[CH:20][CH:21]=3)[C:4]=2[C:5](I)=[N:6][C:7]=1[C:8]([O:10][CH2:11][CH3:12])=[O:9].[C:22]([Cu])#[N:23].[OH-].[NH4+].Cl>CCOC(C)=O.CN1CCCC1=O>[C:22]([C:5]1[C:4]2[C:14]([C:17]3[S:18][CH:19]=[CH:20][CH:21]=3)=[N:15][O:16][C:3]=2[C:2]([OH:1])=[C:7]([C:8]([O:10][CH2:11][CH3:12])=[O:9])[N:6]=1)#[N:23] |f:2.3|. Procedure: Ethyl 7-hydroxy-4-iodo-3-(thiophen-2-yl)isoxazolo[4,5-c]pyridine-6-carboxylate (310 mg, 0.745 mmol) and CuCN (200 mg, 2.24 mmol) were added to 5 mL of N-methyl-2-pyrrolidone. The resulting suspension was heated in an oil bath (T=110° C.) for 1 h. The reaction mixture was cooled slightly and poured into a vigorously stirring mixture of ammonium hydroxide (4 mL, 15% aqueous solution) and EtOAc (100 mL). The mixture was acidified with concentrated hydrochloric acid to pH 3 and extracted with EtOAc.... The reactants are CC(C)(C)[O-], N#Cc1cc(Cl)cc(Oc2c(Cl)ccc3[nH]nnc23)c1, CN(Cc1ccccc1Cl)C(=O)CCl, [Li+], CN(C)C=O. The product is CN(Cc1ccccc1Cl)C(=O)Cn1nnc2c(Oc3cc(Cl)cc(C#N)c3)c(Cl)ccc21. Reaction SMILES: [CH3:21][C:22]([CH3:23])([O-:24])[CH3:25].[Cl:1][c:2]1[cH:3][c:4]([C:5]#[N:6])[cH:7][c:8]([O:10][c:11]2[c:12]([Cl:20])[cH:13][cH:14][c:15]3[nH:16][n:17][n:18][c:19]23)[cH:9]1.[Cl:27][CH2:28][C:29](=[O:30])[N:31]([CH3:32])[CH2:33][c:34]1[c:35]([Cl:40])[cH:36][cH:37][cH:38][cH:39]1.[Li+:26].[O:41]=[CH:42][N:43]([CH3:44])[CH3:45]>>[Cl:1][c:2]1[cH:3][c:4]([C:5]#[N:6])[cH:7][c:8]([O:10][c:11]2[c:12]([Cl:20])[cH:13][cH:14][c:15]3[n:16]([CH2:28][C:29](=[O:30])[N:31]([CH3:32])[CH2:33][c:34]4[c:35]([Cl:40])[cH:36][cH:37][cH:38][cH:39]4)[n:17][n:18][c:19]23)[cH:9]1. Reactants: COC(=O)c1ccccc1NC(=O)C=Cc1ccc2ccccc2c1Br, CO, [Na+], [OH-]. Product: O=C(C=Cc1ccc2ccccc2c1Br)Nc1ccccc1C(=O)O. Reaction SMILES: [CH3:1][O:2][C:3](=[O:4])[c:5]1[c:6]([NH:11][C:12]([CH:13]=[CH:14][c:15]2[c:16]([Br:25])[c:17]3[cH:18][cH:19][cH:20][cH:21][c:22]3[cH:23][cH:24]2)=[O:26])[cH:7][cH:8][cH:9][cH:10]1.[CH3:29][OH:30].[Na+:28].[OH-:27]>>[O:2]=[C:3]([OH:4])[c:5]1[c:6]([NH:11][C:12]([CH:13]=[CH:14][c:15]2[c:16]([Br:25])[c:17]3[cH:18][cH:19][cH:20][cH:21][c:22]3[cH:23][cH:24]2)=[O:26])[cH:7][cH:8][cH:9][cH:10]1. RXN SMILES: [H-].[H-].[H-].[H-].[Li+].[Al+3].[CH2:7]([C:14]1[CH:37]=[CH:36][C:17]([O:18][C@@H:19]2[C:27]3[C:22](=[CH:23][CH:24]=[CH:25][CH:26]=3)[CH2:21][C@@H:20]2[NH:28][C:29](OC(C)(C)C)=O)=[CH:16][CH:15]=1)[C:8]1[CH:13]=[CH:12][CH:11]=[CH:10][CH:9]=1.O1CCCC1.C(O)C.C(Cl)(Cl)[Cl:47]>>[ClH:47].[CH2:7]([C:14]1[CH:37]=[CH:36][C:17]([O:18][C@@H:19]2[C:27]3[C:22](=[CH:23][CH:24]=[CH:25][CH:26]=3)[CH2:21][C@@H:20]2[NH:28][CH3:29])=[CH:16][CH:15]=1)[C:8]1[CH:9]=[CH:10][CH:11]=[CH:12][CH:13]=1 |f:0.1.2.3.4.5,10.11|. Product: Cl.C(C1=CC=CC=C1)C1=CC=C(O[C@H]2[C@H](CC3=CC=CC=C23)NC)C=C1 ((±)cis-1-(4-Benzylphenoxy)-2-methylaminoindane Hydrochloride), oil. Procedure: The title compound was prepared in a similar manner to Example 12 from LiAlH4 (320 mg, 8.4 mmol), cis-1-(4-benzylphenoxy)-2-tert-butoxycarbonylaminoindane (700 mg, 1.7 mmol) and tetrahydrofuran (40 ml). After a reaction time of 2.5 h the reaction was worked up as previously described and subjected to column chromatography on silica gel eluting with 2% ethanol in chloroform to afford a colourless oil (438 mg) which was converted to the HCl salt and crystallised to afford the title compound as a w... Reactants: C(Cl)(Cl)Cl (chloroform), C(C)O (ethanol), [H-].[H-].[H-].[H-].[Li+].[Al+3] (LiAlH4), C(C1=CC=CC=C1)C1=CC=C(O[C@H]2[C@H](CC3=CC=CC=C23)NC(=O)OC(C)(C)C)C=C1 (cis-1-(4-benzylphenoxy)-2-tert-butoxycarbonylaminoindane), O1CCCC1 (tetrahydrofuran). The reactants are CC(CC(=O)O)Nc1ccc(Cl)c(Cl)c1, [Na+], [OH-], O. Product: CC1CC(=O)c2c(ccc(Cl)c2Cl)N1. As a reaction SMILES: [Cl:1][c:2]1[cH:3][c:4]([NH:5][CH:6]([CH2:7][C:8](=[O:9])[OH:10])[CH3:11])[cH:12][cH:13][c:14]1[Cl:15].[Na+:17].[OH-:16].[OH2:18]>>[Cl:1][c:2]1[c:3]2[c:4]([cH:12][cH:13][c:14]1[Cl:15])[NH:5][CH:6]([CH3:11])[CH2:7][C:8]2=[O:10]. The reactants are [N+](=O)([O-])C=1C=CC(=C(C(=O)O)C1C)N (5-nitro-6-methyl-2-aminobenzoic acid), ClC(=O)OCC (Ethyl chloroformate). Run in N1=CC=CC=C1 (pyridine). Reaction conditions: time 8 hour. The product is [N+](=O)([O-])C=1C=CC2=C(C(OC(=N2)OCC)=O)C1C (6-nitro-5-methyl-2-ethoxy-3,1-benzoxazin-4-one). The yield is 79.0%. Reaction SMILES: [N+:1]([C:4]1[CH:5]=[CH:6][C:7]([NH2:14])=[C:8]([C:12]=1[CH3:13])[C:9]([OH:11])=[O:10])([O-:3])=[O:2].Cl[C:16]([O:18][CH2:19][CH3:20])=O>N1C=CC=CC=1>[N+:1]([C:4]1[CH:5]=[CH:6][C:7]2[N:14]=[C:16]([O:18][CH2:19][CH3:20])[O:10][C:9](=[O:11])[C:8]=2[C:12]=1[CH3:13])([O-:3])=[O:2]. Reported procedure: A solution of 4.0 g (20.4 mmoles) of 5-nitro-6-methyl-2-aminobenzoic acid in 50 mL of dry pyridine was cooled in an ice-water bath under inert atmosphere. Ethyl chloroformate (Aldrich), 10 mL (105 mmoles), was added dropwise over a 15 minute period. A mild exotherm was observed and a solid separated from solution immediately upon addition. The suspension was stirred at room temperature under inert atmosphere overnight. Approximately half the pyridine was removed in vacuo, and the residual mixtur...